From a dataset of the Open Reaction Database (ORD), a public repository of structured organic reaction records. describe an organic reaction: reactants, conditions, products, and yield Starting materials: C1=CC=CC=2CN(CC3=C(C21)C=CC=C3)C(OCC)=N (ethyl 5,7-dihydro-6H-dibenz[c,e]azepine-6carboximidate), ClC(=O)OCC1=CC=CC=C1 (benzyl chloroformate). Yields the product C(C1=CC=CC=C1)OC(=O)N=C(OCC)N1CC2=C(C3=C(C1)C=CC=C3)C=CC=C2 (ethyl N-benzyloxycarbonyl-5,7-dihydro-6H-dibenz[c,e]azepine-6-carboximidate). RXN SMILES: [CH:1]1[C:11]2[C:10]3[CH:12]=[CH:13][CH:14]=[CH:15][C:9]=3[CH2:8][N:7]([C:16](=[NH:20])[O:17][CH2:18][CH3:19])[CH2:6][C:5]=2[CH:4]=[CH:3][CH:2]=1.Cl[C:22]([O:24][CH2:25][C:26]1[CH:31]=[CH:30][CH:29]=[CH:28][CH:27]=1)=[O:23]>>[CH2:25]([O:24][C:22]([N:20]=[C:16]([N:7]1[CH2:6][C:5]2[CH:4]=[CH:3][CH:2]=[CH:1][C:11]=2[C:10]2[CH:12]=[CH:13][CH:14]=[CH:15][C:9]=2[CH2:8]1)[O:17][CH2:18][CH3:19])=[O:23])[C:26]1[CH:31]=[CH:30][CH:29]=[CH:28][CH:27]=1. Reported procedure: starting from ethyl 5,7-dihydro-6H-dibenz[c,e]azepine-6carboximidate and benzyl chloroformate, there is obtained ethyl N-benzyloxycarbonyl-5,7-dihydro-6H-dibenz[c,e]azepine-6-carboximidate as a syrup, mass spectrum m/e:M+ 400 (6), 371 (6), 309 (32), 263 (20), 194 (35), 179 (15), 167 (27), 108 (12), 91 (100);